Dataset: the Open Reaction Database (ORD), a public repository of structured organic reaction records. Task: describe an organic reaction: reactants, conditions, products, and yield The reactants are Polyphosphoric acid, C(C)OC(C(CSC1=CC(=CC=C1)OC)=O)=O (3-(3-methoxy-phenylsulfanyl)-2-oxo-propionic acid ethyl ester). Solvent: C(Cl)Cl (CH2Cl2), O (water), C(=O)(O)[O-].[Na+] (NaHCO3), ClC1=CC=CC=C1 (chlorobenzene), ClC1=CC=CC=C1 (chlorobenzene). Reaction conditions: temperature 112 celsius. Product: C(C)OC(=O)C=1C2=C(SC1)C=C(C=C2)OC (6-Methoxy-benzo[b]thiophene-3-carboxylic acid ethyl ester). RXN SMILES: [CH2:1]([O:3][C:4](=[O:17])[C:5](=O)[CH2:6][S:7][C:8]1[CH:13]=[CH:12][CH:11]=[C:10]([O:14][CH3:15])[CH:9]=1)[CH3:2]>ClC1C=CC=CC=1.C(Cl)Cl.O.C([O-])(O)=O.[Na+]>[CH2:1]([O:3][C:4]([C:5]1[C:13]2[CH:12]=[CH:11][C:10]([O:14][CH3:15])=[CH:9][C:8]=2[S:7][CH:6]=1)=[O:17])[CH3:2] |f:4.5|. Procedure details: 306 g Polyphosphoric acid (Riedel-de-Haen 04101) are heated up to 70° C. Then 250 ml chlorobenzene are added, followed by a solution of 50.5 g (0.2 Mol) of crude 3-(3-methoxy-phenylsulfanyl)-2-oxo-propionic acid ethyl ester in 280 ml chlorobenzene. The mixture is heated up to 112° C. for 4 h. From the resulting 2-phasic hot mixture, the yellow-brownish upper layer is sucked off. The black lower phase is extracted by 3 portions of 250 ml boiling toluene. The upper layer and the 3 toluene extracts... Reactants: C(C)(=O)OC(C)=O (acetic anhydride), NC1=CC=C(C=C1)N\C(\C1=CC=CC=C1)=C\1/C(NC2=CC=CC=C12)=O ((Z)-3-[1-(4-aminophenylamino)-1-phenyl-methylidene]-2-indolinone), O (water). The solvent is C(C)(=O)O (acetic acid). Conditions: time 3 hour. Product: C(C)(=O)NC1=CC=C(C=C1)N\C(\C1=CC=CC=C1)=C\1/C(NC2=CC=CC=C12)=O ((Z)-3-[1-(4-acetylamino-phenylamino]-1-phenyl-methylidene]-2-indolinone). As a reaction SMILES: [NH2:1][C:2]1[CH:7]=[CH:6][C:5]([NH:8]/[C:9](=[C:16]2\[C:17](=[O:25])[NH:18][C:19]3[C:24]\2=[CH:23][CH:22]=[CH:21][CH:20]=3)/[C:10]2[CH:15]=[CH:14][CH:13]=[CH:12][CH:11]=2)=[CH:4][CH:3]=1.[C:26](OC(=O)C)(=[O:28])[CH3:27].O>C(O)(=O)C>[C:26]([NH:1][C:2]1[CH:7]=[CH:6][C:5]([NH:8]/[C:9](=[C:16]2\[C:17](=[O:25])[NH:18][C:19]3[C:24]\2=[CH:23][CH:22]=[CH:21][CH:20]=3)/[C:10]2[CH:15]=[CH:14][CH:13]=[CH:12][CH:11]=2)=[CH:4][CH:3]=1)(=[O:28])[CH3:27]. Procedure: 196 mg (0.6 mmol) of (Z)-3-[1-(4-aminophenylamino)-1-phenyl-methylidene]-2-indolinone are dissolved in 5 ml of glacial acetic acid and after the addition of 0.1 g (1 mmol) of acetic anhydride stirred for 3 hours at ambient temperature. Then 15 ml of water are added, the product precipitated is suction filtered, washed with water and dried. The reactants are C[Al](C)C, CC1CC1C(=O)OCc1ccccc1, COc1ccc(-c2nsc(N)c2C)cc1, ClCCl. The product is COc1ccc(-c2nsc(NC(=O)C3CC3C)c2C)cc1. RXN SMILES: [CH3:1][Al:2]([CH3:3])[CH3:4].[CH3:20][CH:21]1[CH:22]([C:24](=[O:25])[O:26][CH2:27][c:28]2[cH:29][cH:30][cH:31][cH:32][cH:33]2)[CH2:23]1.[CH3:5][O:6][c:7]1[cH:8][cH:9][c:10](-[c:13]2[n:14][s:15][c:16]([NH2:19])[c:17]2[CH3:18])[cH:11][cH:12]1.[Cl:34][CH2:35][Cl:36]>>[CH3:5][O:6][c:7]1[cH:8][cH:9][c:10](-[c:13]2[n:14][s:15][c:16]([NH:19][C:24]([CH:22]3[CH:21]([CH3:20])[CH2:23]3)=[O:25])[c:17]2[CH3:18])[cH:11][cH:12]1. Reactants: OC1=CC=C(C=O)C=C1 (4-hydroxybenzaldehyde), C1(CCCC1)Br (cyclopentyl bromide), C([O-])([O-])=O.[K+].[K+] (potassium carbonate), [I-].[K+] (potassium iodide). The solvent is O (water), C(C)#N (acetonitrile). Yields the product C1(CCCC1)OC1=CC=C(C=O)C=C1 (4-(cyclopentyloxy)benzaldehyde). RXN SMILES: [OH:1][C:2]1[CH:9]=[CH:8][C:5]([CH:6]=[O:7])=[CH:4][CH:3]=1.[CH:10]1(Br)[CH2:14][CH2:13][CH2:12][CH2:11]1.C(=O)([O-])[O-].[K+].[K+].[I-].[K+]>O.C(#N)C>[CH:10]1([O:1][C:2]2[CH:9]=[CH:8][C:5]([CH:6]=[O:7])=[CH:4][CH:3]=2)[CH2:14][CH2:13][CH2:12][CH2:11]1 |f:2.3.4,5.6|. Procedure: A solution of 4-hydroxybenzaldehyde (100 mg, 0.819 mmol), cyclopentyl bromide (176 μl, 1.64 mmol), potassium carbonate (340 mg, 2.46 mmol), acetonitrile (4 mL) and potassium iodide (136 mg, 819 μmol) was stirred at 60° C. for 18 h. The reaction was diluted with water and extracted with ethyl acetate. The organic layer was washed with brine, dried over magnesium sulfate, filtered, and concentrated under reduced pressure to give crude product 4-(cyclopentyloxy)benzaldehyde. This was used as crude ... Starting materials: BrCCCCCBr, CS(C)=O, [H-], [Na+], N#CCc1ccccn1. Yields the product N#CC1(c2ccccn2)CCCCC1. As a reaction SMILES: [Br:12][CH2:13][CH2:14][CH2:15][CH2:16][CH2:17][Br:18].[CH3:19][S:20]([CH3:21])=[O:22].[H-:1].[Na+:2].[n:3]1[c:4]([CH2:9][C:10]#[N:11])[cH:5][cH:6][cH:7][cH:8]1>>[n:3]1[c:4]([C:9]2([C:10]#[N:11])[CH2:13][CH2:14][CH2:15][CH2:16][CH2:17]2)[cH:5][cH:6][cH:7][cH:8]1. Reactants: Br (hydrobromic acid), NC1=CC=C(C=C1)N1CCC(CC1)C1=CC=CC=C1 (1-(4-aminophenyl)-4-phenylpiperidine), N(=O)[O-].[Na+] (sodium nitrite), Br (hydrobromic acid). Reagents/catalysts: [Cu]Br (copper(I) bromide). Run in O (water), C(C)(=O)O (acetic acid), O (water). Run at temperature 0 celsius, time 30 minute. The product is BrC1=CC=C(C=C1)N1CCC(CC1)C1=CC=CC=C1 (1-(4-bromophenyl)-4-phenylpiperidine). RXN SMILES: N[C:2]1[CH:7]=[CH:6][C:5]([N:8]2[CH2:13][CH2:12][CH:11]([C:14]3[CH:19]=[CH:18][CH:17]=[CH:16][CH:15]=3)[CH2:10][CH2:9]2)=[CH:4][CH:3]=1.N([O-])=O.[Na+].[BrH:24]>C(O)(=O)C.O.[Cu]Br>[Br:24][C:2]1[CH:7]=[CH:6][C:5]([N:8]2[CH2:13][CH2:12][CH:11]([C:14]3[CH:19]=[CH:18][CH:17]=[CH:16][CH:15]=3)[CH2:10][CH2:9]2)=[CH:4][CH:3]=1 |f:1.2|. Procedure details: To a solution of 1-(4-aminophenyl)-4-phenylpiperidine (2 g) in 47% hydrobromic acid (20 ml) and acetic acid (23 ml) was added dropwise sodium nitrite (0.55 g) in water (1 ml) under ice-cooling. The solution was then stirred for 30 minutes at 0° C. The reaction mixture was added dropwise copper(I) bromide (2.27 g) in 47% hydrobromic acid (2.3 ml) under ice-cooling. The reaction mixture was then stirred for 1.5 hours at ambient temperature. The reaction mixture was pulverized with water. The preci... The reactants are O=C1Nc2ccccc2N(C(=O)CN2C(=O)c3ccccc3C2=O)C2CCCC12, CCOC(C)=O, CN(C)C=O, ClCc1ccc2ccccc2n1, Cl, [H-], [Na+], [Na+], O, O=C([O-])O. Product: O=C1c2ccccc2C(=O)N1CC(=O)N1c2ccccc2N(Cc2ccc3ccccc3n2)C(=O)C2CCCC21. RXN SMILES: [C:19]1(=[O:47])[c:20]2[c:21]([cH:43][cH:44][cH:45][cH:46]2)[C:22](=[O:42])[N:23]1[CH2:24][C:25](=[O:26])[N:27]1[c:28]2[c:29]([cH:38][cH:39][cH:40][cH:41]2)[NH:30][C:31](=[O:37])[CH:32]2[CH:33]1[CH2:34][CH2:35][CH2:36]2.[CH3:51][CH2:52][O:53][C:54](=[O:55])[CH3:56].[CH3:57][N:58]([CH3:59])[CH:60]=[O:61].[Cl:2][CH2:3][c:4]1[n:5][c:6]2[cH:7][cH:8][cH:9][cH:10][c:11]2[cH:12][cH:13]1.[ClH:1].[H-:48].[Na+:14].[Na+:49].[OH2:50].[OH:15][C:16](=[O:17])[O-:18]>>[CH2:3]([c:4]1[n:5][c:6]2[cH:7][cH:8][cH:9][cH:10][c:11]2[cH:12][cH:13]1)[N:30]1[c:29]2[c:28]([cH:41][cH:40][cH:39][cH:38]2)[N:27]([C:25]([CH2:24][N:23]2[C:19](=[O:47])[c:20]3[c:21]([cH:43][cH:44][cH:45][cH:46]3)[C:22]2=[O:42])=[O:26])[CH:33]2[CH:32]([C:31]1=[O:37])[CH2:36][CH2:35][CH2:34]2. The reactants are C=CCCCCCC (1-octene), C(C(=C)C)(=O)O (methacrylic acid), saturated solution, C([O-])(O)=O.[Na+] (sodium bicarbonate), O (water). The reagents and catalysts are FC(S(=O)(=O)O)(F)F (trifluoromethanesulfonic acid). Run at temperature 90 celsius, time 1 hour. Product: C(C(=C)C)(=O)OCCCCCCCC (octyl methacrylate). The yield is 83.2%. RXN SMILES: [CH2:1]=[CH:2][CH2:3][CH2:4][CH2:5][CH2:6][CH2:7][CH3:8].[C:9]([OH:14])(=[O:13])[C:10]([CH3:12])=[CH2:11].C(=O)(O)[O-].[Na+].O>FC(F)(F)S(O)(=O)=O>[C:9]([O:14][CH2:1][CH2:2][CH2:3][CH2:4][CH2:5][CH2:6][CH2:7][CH3:8])(=[O:13])[C:10]([CH3:12])=[CH2:11] |f:2.3|. Reported procedure: To 30.0 g (267 mmoles, 3 eq) of 1-octene was added 0.802 g (5.35 mmoles, 0.06 eq) of trifluoromethanesulfonic acid followed by 7.67 g (89.1 mmoles, 1 eq) of methacrylic acid. This mixture was heated to 90° C. for 6 hours. By NMR, the yield was 81% based on acrylic acid consumed. To the reaction mixture was added 36.16 g of a saturated solution of sodium bicarbonate in water (8.28 wt-%, 35.6 mmoles, 0.4 eq) and the mixture was stirred at room temperature for 1 hour. The aqueous phase was removed ... Product: NC1=C2N=CN(C2=NC(=N1)SC(C)CC)CC1=CC=CC=C1 (6-Amino-9-benzyl-2-(sec-butylthio)purine). As a reaction SMILES: CN(C=O)C.O.[Na].[CH3:8][CH:9]([SH:12])[CH2:10][CH3:11].[NH2:13][C:14]1[N:22]=[C:21](Cl)[N:20]=[C:19]2[C:15]=1[N:16]=[CH:17][N:18]2[CH2:24][C:25]1[CH:30]=[CH:29][CH:28]=[CH:27][CH:26]=1>[Cl-].[Na+].O>[NH2:13][C:14]1[N:22]=[C:21]([S:12][CH:9]([CH2:10][CH3:11])[CH3:8])[N:20]=[C:19]2[C:15]=1[N:16]=[CH:17][N:18]2[CH2:24][C:25]1[CH:26]=[CH:27][CH:28]=[CH:29][CH:30]=1 |f:1.2,5.6.7,^1:6|. Run in [Cl-].[Na+].O (Brine). Reaction conditions: temperature 100 celsius. The yield is 35.2%. Procedure: To DMF suspension (10 ml) containing sodium hydrate (300 mg, 7.5 mmol, 60%in mineral oil) were added 2-butanethiol (1 ml, 11 mmol) and 6-amino-9-benzyl-2-chloropurine (200 mg, 0.77 mmol) in order. The mixture was stirred under heating at 100° C. for 5 hours. Brine was added thereto and the mixture was extracted with chloroform. The organic layer was dried on magnesium sulfate, filtered and the solvent in the filtrate was evaporated in vacuo. The residue was purified with silica gel chromatograph... Starting materials: CN(C)C=O (DMF), O.[Na] (sodium hydrate), CC(CC)S (2-butanethiol), NC1=C2N=CN(C2=NC(=N1)Cl)CC1=CC=CC=C1 (6-amino-9-benzyl-2-chloropurine).